This data is from the Open Reaction Database (ORD), a public repository of structured organic reaction records. The task is: describe an organic reaction: reactants, conditions, products, and yield Starting materials: CC(C)CC(NC(=O)OCc1ccccc1)C(=O)O, CN(C)C=O, ClCCl, NC(CC1CCCCC1)C(O)c1ccco1, C1CCOC1, O=P(Cl)(Cl)Oc1ccccc1, c1c[nH]cn1. Yields the product CC(C)CC(NC(=O)OCc1ccccc1)C(=O)NC(CC1CCCCC1)C(O)c1ccco1. Reaction SMILES: [CH2:17]([c:18]1[cH:19][cH:20][cH:21][cH:22][cH:23]1)[O:24][C:25](=[O:26])[NH:27][CH:28]([CH2:29][CH:30]([CH3:31])[CH3:32])[C:33](=[O:34])[OH:35].[CH3:60][N:61]([CH3:62])[CH:63]=[O:64].[Cl:52][CH2:53][Cl:54].[NH2:36][CH:37]([CH:38]([OH:39])[c:40]1[o:41][cH:42][cH:43][cH:44]1)[CH2:45][CH:46]1[CH2:47][CH2:48][CH2:49][CH2:50][CH2:51]1.[O:55]1[CH2:56][CH2:57][CH2:58][CH2:59]1.[P:6]([Cl:7])([Cl:8])([O:9][c:10]1[cH:11][cH:12][cH:13][cH:14][cH:15]1)=[O:16].[nH:1]1[cH:2][cH:3][n:4][cH:5]1>>[CH2:17]([c:18]1[cH:19][cH:20][cH:21][cH:22][cH:23]1)[O:24][C:25](=[O:26])[NH:27][CH:28]([CH2:29][CH:30]([CH3:31])[CH3:32])[C:33](=[O:35])[NH:36][CH:37]([CH:38]([OH:39])[c:40]1[o:41][cH:42][cH:43][cH:44]1)[CH2:45][CH:46]1[CH2:47][CH2:48][CH2:49][CH2:50][CH2:51]1. Reactants: ClC=1C(=NC=C(C1)CO[Si](C)(C)C(C)(C)C)C(C)(C)O (2-[3-chloro-5-({[(1,1-dimethylethyl)(dimethyl)silyl]oxy}methyl)-2-pyridinyl]-2-propanol), CCCC[N+](CCCC)(CCCC)CCCC.[F-] (TBAF). The solvent is C1CCOC1 (THF). Run at time 3 hour. Product: ClC=1C(=NC=C(C1)CO)C(C)(C)O (2-[3-chloro-5-(hydroxymethyl)-2-pyridinyl]-2-propanol). Yield: 100.3%. Reaction SMILES: [Cl:1][C:2]1[C:3]([C:17]([OH:20])([CH3:19])[CH3:18])=[N:4][CH:5]=[C:6]([CH2:8][O:9][Si](C(C)(C)C)(C)C)[CH:7]=1.CCCC[N+](CCCC)(CCCC)CCCC.[F-]>C1COCC1>[Cl:1][C:2]1[C:3]([C:17]([OH:20])([CH3:18])[CH3:19])=[N:4][CH:5]=[C:6]([CH2:8][OH:9])[CH:7]=1 |f:1.2|. Reported procedure: To a solution of 2-[3-chloro-5-({[(1,1-dimethylethyl)(dimethyl)silyl]oxy}methyl)-2-pyridinyl]-2-propanol (328 mg, 1.038 mmol) in THF (10 ml) was added TBAF (1.557 ml, 1.557 mmol). The solution was stirred at room temperature for 3 h. The mixture was concentrated under vacuum and the residue was purified by Flashmaster chromatography on a 40 g Merk silica gel cartridge using DCM/MeOH 95:5 as eluent to obtain 2-[3-chloro-5-(hydroxymethyl)-2-pyridinyl]-2-propanol (210 mg, 95%) as colourless oil. Run in [Cl-].[Na+].O (brine), O1CCCC1 (tetrahydrofuran), O1CCCC1 (tetrahydrofuran). The product is O1CCOC2=C1C=CC(=C2)NC(=N)C2=CC=C(C=C2)C (N-(2,3-Dihydro-1,4-benzodioxin-6-yl)-4-methylbenzenecarboxamidine). Starting materials: ClCCl (dichloromethane), O1CCOC2=C1C=CC(=C2)N (1,4-benzodioxan-6-amine), C[Si](C)(C)[N-][Si](C)(C)C.[Na+] (sodium bis(trimethylsilyl)amide), C1(=CC=C(C=C1)C#N)C (p-tolunitrile). Procedure details: To a solution of 0.61 g (4.0 mmol) of 1,4-benzodioxan-6-amine in 5 mL of tetrahydrofuran at ambient temperature was added 2.2 mL (4.4 mmol) of 2.0 M (in tetrahydrofuran) sodium bis(trimethylsilyl)amide and the resulting solution was stirred for 20 min. To this reaction mixture was slowly added a solution of 0.47 g (4.0 mmol) of p-tolunitrile in 2 mL of tetrahydrofuran. The resulting mixture was stirred at ambient temperature for 5 hrs and then poured into brine (25 mL) and dichloromethane (50 mL... As a reaction SMILES: [O:1]1[C:6]2[CH:7]=[CH:8][C:9]([NH2:11])=[CH:10][C:5]=2[O:4][CH2:3][CH2:2]1.C[Si]([N-][Si](C)(C)C)(C)C.[Na+].[C:22]1([CH3:30])[CH:27]=[CH:26][C:25]([C:28]#[N:29])=[CH:24][CH:23]=1.ClCCl>O1CCCC1.[Cl-].[Na+].O>[O:1]1[C:6]2[CH:7]=[CH:8][C:9]([NH:11][C:28]([C:25]3[CH:26]=[CH:27][C:22]([CH3:30])=[CH:23][CH:24]=3)=[NH:29])=[CH:10][C:5]=2[O:4][CH2:3][CH2:2]1 |f:1.2,6.7.8|. Run at time 20 minute. Reactants: FCCCBr, O=C([O-])[O-], CC#N, OC1(c2cccc(C(F)(F)F)c2F)CCNCC1, [K+], [K+]. The product is OC1(c2cccc(C(F)(F)F)c2F)CCN(CCCF)CC1. As a reaction SMILES: [Br:25][CH2:26][CH2:27][CH2:28][F:29].[C:19](=[O:20])([O-:21])[O-:22].[CH3:30][C:31]#[N:32].[F:1][c:2]1[c:3]([C:12]2([OH:18])[CH2:13][CH2:14][NH:15][CH2:16][CH2:17]2)[cH:4][cH:5][cH:6][c:7]1[C:8]([F:9])([F:10])[F:11].[K+:23].[K+:24]>>[F:1][c:2]1[c:3]([C:12]2([OH:18])[CH2:13][CH2:14][N:15]([CH2:26][CH2:27][CH2:28][F:29])[CH2:16][CH2:17]2)[cH:4][cH:5][cH:6][c:7]1[C:8]([F:9])([F:10])[F:11]. Starting materials: Cc1nc(Cl)c([N+](=O)[O-])c(NC(C)CO[Si](C)(C)C(C)(C)C)c1C, Cc1ccccc1. Product: Cc1nc(Cl)c(N)c(NC(C)CO[Si](C)(C)C(C)(C)C)c1C. RXN SMILES: [C:1]([CH3:2])([CH3:3])([CH3:4])[Si:5]([O:6][CH2:7][CH:8]([CH3:9])[NH:10][c:11]1[c:12]([N+:20]([O-:21])=[O:22])[c:13]([Cl:19])[n:14][c:15]([CH3:18])[c:16]1[CH3:17])([CH3:23])[CH3:24].[CH3:25][c:26]1[cH:27][cH:28][cH:29][cH:30][cH:31]1>>[C:1]([CH3:2])([CH3:3])([CH3:4])[Si:5]([O:6][CH2:7][CH:8]([CH3:9])[NH:10][c:11]1[c:12]([NH2:20])[c:13]([Cl:19])[n:14][c:15]([CH3:18])[c:16]1[CH3:17])([CH3:23])[CH3:24]. Reactants: FC1=C(OC2=C3C(=NC=C2)C=C(S3)C=3SC=CN3)C=CC(=C1)[N+](=O)[O-] (7-(2-Fluoro-4-nitrophenoxy)-2-(thiazol-2-yl)thieno[3,2-b]pyridine), ClC1=C2C(=NC=C1)C=C(S2)CN2CCOCC2 (4-((7-Chlorothieno[3,2-b]pyridin-2-yl)methyl)morpholine). Product: FC1=C(OC2=C3C(=NC=C2)C=C(S3)CN3CCOCC3)C=CC(=C1)[N+](=O)[O-] (4-((7-(2-Fluoro-4-nitrophenoxy)thieno[3,2-b]pyridin-2-yl)methyl)morpholine), solid. Yield: 69.0%. RXN SMILES: [F:1][C:2]1[CH:22]=[C:21]([N+:23]([O-:25])=[O:24])[CH:20]=[CH:19][C:3]=1[O:4][C:5]1[CH:10]=[CH:9][N:8]=[C:7]2[CH:11]=[C:12]([C:14]3S[CH:16]=[CH:17][N:18]=3)[S:13][C:6]=12.ClC1C=CN=C2C=C(CN3CC[O:40][CH2:39][CH2:38]3)SC=12>>[F:1][C:2]1[CH:22]=[C:21]([N+:23]([O-:25])=[O:24])[CH:20]=[CH:19][C:3]=1[O:4][C:5]1[CH:10]=[CH:9][N:8]=[C:7]2[CH:11]=[C:12]([CH2:14][N:18]3[CH2:38][CH2:39][O:40][CH2:16][CH2:17]3)[S:13][C:6]=12. Reported procedure: Following the procedure described above for the synthesis of compound 11 (example 12, step 3, scheme 2) but substituting compound 10 for compound 131, title compound 132 was obtained as a yellow solid (110 mg, 69% yield). MS (m/z) 390.1 (M+H).